From a dataset of the Open Reaction Database (ORD), a public repository of structured organic reaction records. describe an organic reaction: reactants, conditions, products, and yield The yield is 83.6%. Reactants: resultant mixture, C1(=CC=CC=C1)C(CNC1=C2N=CN(C2=NC(=N1)C(=O)OCC)C1OCCCC1)C1=CC=CC=C1 (ethyl 6-[(2,2-diphenylethyl)amino]-9-(tetrahydro-2H-pyran-2-yl)-9H-purine-2-carboxylate), O (water), [OH-].[Na+] (sodium hydroxide), Cl (hydrochloric acid). The solvent is ClCCl (dichloromethane), industrial methylated spirits. As a reaction SMILES: [C:1]1([CH:7]([C:30]2[CH:35]=[CH:34][CH:33]=[CH:32][CH:31]=2)[CH2:8][NH:9][C:10]2[N:18]=[C:17]([C:19]([O:21]CC)=[O:20])[N:16]=[C:15]3[C:11]=2[N:12]=[CH:13][N:14]3[CH:24]2[CH2:29][CH2:28][CH2:27][CH2:26][O:25]2)[CH:6]=[CH:5][CH:4]=[CH:3][CH:2]=1.O.[OH-].[Na+].Cl>ClCCl>[C:30]1([CH:7]([C:1]2[CH:6]=[CH:5][CH:4]=[CH:3][CH:2]=2)[CH2:8][NH:9][C:10]2[N:18]=[C:17]([C:19]([OH:21])=[O:20])[N:16]=[C:15]3[C:11]=2[N:12]=[CH:13][N:14]3[CH:24]2[CH2:29][CH2:28][CH2:27][CH2:26][O:25]2)[CH:31]=[CH:32][CH:33]=[CH:34][CH:35]=1 |f:2.3|. Product: C1(=CC=CC=C1)C(CNC1=C2N=CN(C2=NC(=N1)C(=O)O)C1OCCCC1)C1=CC=CC=C1 (6-[(2,2-Diphenylethyl)amino]-9-(tetrahydro-2H-pyran-2-yl)-9H-purine-2-carboxylic acid). Procedure details: To a suspension of ethyl 6-[(2,2-diphenylethyl)amino]-9-(tetrahydro-2H-pyran-2-yl)-9H-purine-2-carboxylate (0.55 g, 1.16 mmol) (Preparation 27) in industrial methylated spirits (2.2 ml) was added deionised water (0.08 ml) followed by 10 M aqueous sodium hydroxide solution (0.23 ml, 2.3 mmol). The resultant mixture was stirred at 65° C. for 30 minutes and then at ambient temperature for 18 hours during which time a thick paste was formed. To this mixture was added dichloromethane (10 ml) and the ... The reactants are CC1=NN(C(=C1)C)C1=CC=C(C(=O)O)C=C1 (4-(3,5-dimethylpyrazol-1-yl)benzoic acid), C(C(=O)Cl)(=O)Cl (oxalyl chloride). The reagents and catalysts are CN(C=O)C (dimethylformamide). The solvent is ClCCl (dichloromethane). Conditions: time 18 hour. Product: CC1=NN(C(=C1)C)C1=CC=C(C(=O)Cl)C=C1 (4-(3,5-dimethylpyrazol-1-yl)benzoyl chloride). The yield is 55.0%. As a reaction SMILES: [CH3:1][C:2]1[CH:6]=[C:5]([CH3:7])[N:4]([C:8]2[CH:16]=[CH:15][C:11]([C:12](O)=[O:13])=[CH:10][CH:9]=2)[N:3]=1.C(Cl)(=O)C([Cl:20])=O>ClCCl.CN(C)C=O>[CH3:1][C:2]1[CH:6]=[C:5]([CH3:7])[N:4]([C:8]2[CH:16]=[CH:15][C:11]([C:12]([Cl:20])=[O:13])=[CH:10][CH:9]=2)[N:3]=1. Reported procedure: To a suspension of 4-(3,5-dimethylpyrazol-1-yl)benzoic acid (1.34 g) in dichloromethane (25 ml) was added oxalyl chloride (1.0 g) and one drop of dimethylformamide. The mixture was stirred at room temperature for 18 hours and the volatile material was removed under reduced pressure. The residue was dissolved in hexane and filtered through diatomaceous earth. Evaporation of the solvent in vacuo yielded 4-(3,5-dimethylpyrazol-1-yl)benzoyl chloride (0.80 g), which was used without further purificat... The reactants are CC=1C=C(C=C2C=NN(C12)C(=O)OC(C)(C)C)C[C@H](C(=O)N1CCC(CC1)N1CCN(CC1)C)OC(=O)N1CCC(CC1)N1C(NC2=C(CC1)C=CC=C2)=O (tert.-butyl 7-methyl-5-{(R)-3-[4-(4-methyl-piperazin-1-yl)-piperidin-1-yl]-3-oxo-2-[4-(2-oxo-1,2,4,5-tetrahydro-1,3-benzodiazepin-3-yl)-piperidine-1-carbonyloxy]-propyl}-indazol-1-carboxylate), C(=O)([O-])[O-].[K+].[K+] (K2CO3). The solvent is Cl (HCl). Reaction conditions: temperature 50 celsius. Yields the product O=C1NC2=C(CCN1C1CCN(CC1)C(=O)O[C@@H](C(=O)N1CCC(CC1)N1CCN(CC1)C)CC=1C=C3C=NNC3=C(C1)C)C=CC=C2 ((R)-1-(7-methyl-1H-indazol-5-ylmethyl)-2-[4-(4-methyl-piperazin-1-yl)-piperidin-1-yl]-2-oxo-ethyl 4-(2-oxo-1,2,4,5-tetrahydro-1,3-benzodiazepin-3-yl)-piperidine-1-carboxylate). Reaction SMILES: [CH3:1][C:2]1[CH:3]=[C:4]([CH2:18][C@@H:19]([O:35][C:36]([N:38]2[CH2:43][CH2:42][CH:41]([N:44]3[CH2:50][CH2:49][C:48]4[CH:51]=[CH:52][CH:53]=[CH:54][C:47]=4[NH:46][C:45]3=[O:55])[CH2:40][CH2:39]2)=[O:37])[C:20]([N:22]2[CH2:27][CH2:26][CH:25]([N:28]3[CH2:33][CH2:32][N:31]([CH3:34])[CH2:30][CH2:29]3)[CH2:24][CH2:23]2)=[O:21])[CH:5]=[C:6]2[C:10]=1[N:9](C(OC(C)(C)C)=O)[N:8]=[CH:7]2.C([O-])([O-])=O.[K+].[K+]>Cl>[O:55]=[C:45]1[N:44]([CH:41]2[CH2:42][CH2:43][N:38]([C:36]([O:35][C@H:19]([CH2:18][C:4]3[CH:5]=[C:6]4[C:10](=[C:2]([CH3:1])[CH:3]=3)[NH:9][N:8]=[CH:7]4)[C:20]([N:22]3[CH2:27][CH2:26][CH:25]([N:28]4[CH2:29][CH2:30][N:31]([CH3:34])[CH2:32][CH2:33]4)[CH2:24][CH2:23]3)=[O:21])=[O:37])[CH2:39][CH2:40]2)[CH2:50][CH2:49][C:48]2[CH:51]=[CH:52][CH:53]=[CH:54][C:47]=2[NH:46]1 |f:1.2.3|. Reported procedure: A solution of 160 mg (0.21 mmol) tert.-butyl 7-methyl-5-{(R)-3-[4-(4-methyl-piperazin-1-yl)-piperidin-1-yl]-3-oxo-2-[4-(2-oxo-1,2,4,5-tetrahydro-1,3-benzodiazepin-3-yl)-piperidine-1-carbonyloxy]-propyl}-indazol-1-carboxylate in 10 mL 1 M HCl was stirred for 1 h at RT. To complete the reaction the mixture was heated to 50° C. for 10 min and stirred for a further hour at RT. The mixture was combined with 15% K2CO3 solution, extracted three times with in each case 30 mL DCM and the combined organic...